From a dataset of the Open Reaction Database (ORD), a public repository of structured organic reaction records. describe an organic reaction: reactants, conditions, products, and yield Starting materials: COc1ccc(N(OCCCN(Cc2cccc(C(F)(F)F)c2Cl)CC(c2ccccc2)c2ccccc2)C(=O)OC(C)(C)C)cc1, ClCCl, O=C(O)C(F)(F)F, [Na+], O=C([O-])O. Product: COc1ccc(NOCCCN(Cc2cccc(C(F)(F)F)c2Cl)CC(c2ccccc2)c2ccccc2)cc1. As a reaction SMILES: [C:1]([O:2][C:3](=[O:4])[N:7]([c:8]1[cH:9][cH:10][c:11]([O:14][CH3:15])[cH:12][cH:13]1)[O:16][CH2:17][CH2:18][CH2:19][N:20]([CH2:21][CH:22]([c:23]1[cH:24][cH:25][cH:26][cH:27][cH:28]1)[c:29]1[cH:30][cH:31][cH:32][cH:33][cH:34]1)[CH2:35][c:36]1[c:37]([Cl:46])[c:38]([C:42]([F:43])([F:44])[F:45])[cH:39][cH:40][cH:41]1)([CH3:5])([CH3:6])[CH3:47].[Cl:60][CH2:61][Cl:62].[F:48][C:49]([F:50])([F:51])[C:52]([OH:53])=[O:54].[Na+:59].[O-:55][C:56]([OH:57])=[O:58]>>[NH:7]([c:8]1[cH:9][cH:10][c:11]([O:14][CH3:15])[cH:12][cH:13]1)[O:16][CH2:17][CH2:18][CH2:19][N:20]([CH2:21][CH:22]([c:23]1[cH:24][cH:25][cH:26][cH:27][cH:28]1)[c:29]1[cH:30][cH:31][cH:32][cH:33][cH:34]1)[CH2:35][c:36]1[c:37]([Cl:46])[c:38]([C:42]([F:43])([F:44])[F:45])[cH:39][cH:40][cH:41]1. The reactants are ClCCC(CC=1SC=CC1)=O (4-chloro-1-(2-thienyl)butanone), N1CCCC1 (pyrrolidine). Run in C(C)OCC (ethyl ether), C1(=CC=CC=C1)C (toluene). Yields the product Cl.N1(CCCC1)CCC(CC=1SC=CC1)=O (4-pyrrolidino-l-(2-thienyl)butanone hydrochloride). RXN SMILES: [Cl:1][CH2:2][CH2:3][C:4](=[O:11])[CH2:5][C:6]1[S:7][CH:8]=[CH:9][CH:10]=1.[NH:12]1[CH2:16][CH2:15][CH2:14][CH2:13]1>C1(C)C=CC=CC=1.C(OCC)C>[ClH:1].[N:12]1([CH2:2][CH2:3][C:4](=[O:11])[CH2:5][C:6]2[S:7][CH:8]=[CH:9][CH:10]=2)[CH2:16][CH2:15][CH2:14][CH2:13]1 |f:4.5|. Reported procedure: 18.85 g (0.10 mol) of 4-chloro-1-(2-thienyl)butanone are run, over a periodof 30 min, into a solution, maintained at 100° C., of 18.5 ml (0.22 mol) of pyrrolidine in 35 ml of toluene, and the mixture is heated to reflux for 2 hours. The reaction medium is diluted with ethyl ether and the mixture is washed with water. The organic phase is extracted with 2N hydrochloric acid solution which, after alkalinisation with sodium hydroxide, is in turn extracted with ethyl ether. The organic phase is drie... Reactants: C1=CC=CC=2N(C3=C(CCC21)C=CC=C3)C(=O)N=C=S (10,11-Dihydro-5H-dibenzo(b,f)azepine-5-carbonyl isothiocyanate), C1=CC=CC=2N(C3=C(CCC21)C=CC=C3)C(=O)Cl (10,11-dihydro-5H-dibenzo(b,f)azepin-5-carbonyl chloride), ClC=1C=C(N)C=CC1OC1=CC=NC2=CC(=C(C=C12)OC)OC (3-Chloro-4-[(6,7-dimethoxy-4-quinolyl)oxy]aniline), C1(=CC=CC=C1)C (toluene). Solvent: C(C)O (ethanol), C(C)O (ethanol). Conditions: time 2 hour. Product: C1=CC=CC=2N(C3=C(CCC21)C=CC=C3)C(=O)N=C=S (10,11-Dihydro-5H-dibenzo(b,f)azepine-5-carbonyl isothiocyanate), ClC=1C=C(C=CC1OC1=CC=NC2=CC(=C(C=C12)OC)OC)NC(=S)NC(=O)N1C2=C(CCC3=C1C=CC=C3)C=CC=C2 (N-{3-Chloro-4-[(6,7-dimethoxy-4-quinolyl)oxy]phenyl}-N′-[10,11-dihydro-5H-dibenzo(b,f)azepin-5-ylcarbonyl]thiourea). Yield: 50.0%. As a reaction SMILES: C1C2CCC3C=CC=CC=3N(C(Cl)=O)C=2C=CC=1.[CH:19]1[C:29]2[CH2:28][CH2:27][C:26]3[CH:30]=[CH:31][CH:32]=[CH:33][C:25]=3[N:24]([C:34]([N:36]=[C:37]=[S:38])=[O:35])[C:23]=2[CH:22]=[CH:21][CH:20]=1.[Cl:39][C:40]1[CH:41]=[C:42]([CH:44]=[CH:45][C:46]=1[O:47][C:48]1[C:57]2[C:52](=[CH:53][C:54]([O:60][CH3:61])=[C:55]([O:58][CH3:59])[CH:56]=2)[N:51]=[CH:50][CH:49]=1)[NH2:43].C1(C)C=CC=CC=1>C(O)C>[CH:19]1[C:29]2[CH2:28][CH2:27][C:26]3[CH:30]=[CH:31][CH:32]=[CH:33][C:25]=3[N:24]([C:34]([N:36]=[C:37]=[S:38])=[O:35])[C:23]=2[CH:22]=[CH:21][CH:20]=1.[Cl:39][C:40]1[CH:41]=[C:42]([NH:43][C:37]([NH:36][C:34]([N:24]2[C:25]3[CH:33]=[CH:32][CH:31]=[CH:30][C:26]=3[CH2:27][CH2:28][C:29]3[CH:19]=[CH:20][CH:21]=[CH:22][C:23]2=3)=[O:35])=[S:38])[CH:44]=[CH:45][C:46]=1[O:47][C:48]1[C:57]2[C:52](=[CH:53][C:54]([O:60][CH3:61])=[C:55]([O:58][CH3:59])[CH:56]=2)[N:51]=[CH:50][CH:49]=1. Procedure: 10,11-Dihydro-5H-dibenzo(b,f)azepine-5-carbonyl isothiocyanate was prepared using commercially available 10,11-dihydro-5H-dibenzo(b,f)azepin-5-carbonyl chloride (80 mg) as a starting compound according to the description of the literature. 10,11-Dihydro-5H-dibenzo(b,f)azepine-5-carbonyl isothiocyanate was dissolved in ethanol (1 ml) to prepare a solution. 3-Chloro-4-[(6,7-dimethoxy-4-quinolyl)oxy]aniline (50 mg), toluene (5 ml), and ethanol (1 ml) were added to the solution, and the mixture was ...